This data is from the Open Reaction Database (ORD), a public repository of structured organic reaction records. The task is: describe an organic reaction: reactants, conditions, products, and yield Reactants: C(=O)([O-])[O-].[K+].[K+] (K2CO3), [N].[N] (nitrogen nitrogen), BrC1=CC2=NC=CC(=C2S1)OC1=CC=C(C=C1)[N+](=O)[O-] (2-Bromo-7-(4-nitrophenoxy)thieno[3,2-b]pyridine), CC=1C=NNC1 (4-methyl-1H-pyrazole), CN[C@H]1[C@@H](CCCC1)NC (trans-N1,N2-dimethylcyclohexane-1,2-diamine). Reagents/catalysts: [Cu]I (CuI). Solvent: C1(=CC=CC=C1)C (toluene), CCOC(=O)C (EtOAc). The product is CC=1C=NN(C1)C1=CC2=NC=CC(=C2S1)OC1=CC=C(C=C1)[N+](=O)[O-] (2-(4-Methyl-1H-pyrazol-1-yl)-7-(4-nitrophenoxy)thieno[3,2-b]pyridine). Isolated yield 29.3%. RXN SMILES: Br[C:2]1[S:10][C:9]2[C:4](=[N:5][CH:6]=[CH:7][C:8]=2[O:11][C:12]2[CH:17]=[CH:16][C:15]([N+:18]([O-:20])=[O:19])=[CH:14][CH:13]=2)[CH:3]=1.[CH3:21][C:22]1[CH:23]=[N:24][NH:25][CH:26]=1.CN[C@@H]1CCCC[C@H]1NC.C([O-])([O-])=O.[K+].[K+].[N].[N]>C1(C)C=CC=CC=1.CCOC(C)=O.[Cu]I>[CH3:21][C:22]1[CH:23]=[N:24][N:25]([C:2]2[S:10][C:9]3[C:4](=[N:5][CH:6]=[CH:7][C:8]=3[O:11][C:12]3[CH:17]=[CH:16][C:15]([N+:18]([O-:20])=[O:19])=[CH:14][CH:13]=3)[CH:3]=2)[CH:26]=1 |f:3.4.5,6.7|. Procedure: A mixture of 197 (300 mg, 0.86 mmol, scheme 42), 4-methyl-1H-pyrazole (69 mg, 0.86 mmol), CuI (16.4 mg, 0.086 mmol), trans-N1,N2-dimethylcyclohexane-1,2-diamine (24.4 mg, 0.172 mmol) [J. C. Antilla, A. Klapars, et. al. JACS, 2002, 124, 11684-1688] and K2CO3 (238 mg, 1.72 mmol) in toluene (1.7 mL) was stirred at room temperature in an atmosphere of nitrogen nitrogen overnight, diluted with EtOAc (100 mL), filtered through a Celite® pad, and concentrated under reduced pressure. The residue was pur...